From a dataset of the Open Reaction Database (ORD), a public repository of structured organic reaction records. describe an organic reaction: reactants, conditions, products, and yield Starting materials: C=O, CC(=O)[O-], CC(=O)O, N#Cc1ccccc1N1CCNCC1, [Na+], [Na+], [OH-], O, c1cnc2[nH]ccc2c1. The product is N#Cc1ccccc1N1CCN(Cc2cc3cccnc3[nH]2)CC1. RXN SMILES: [CH2:29]=[O:30].[CH3:25][C:26](=[O:27])[O-:28].[CH3:34][C:35](=[O:36])[OH:37].[N:10]1([c:16]2[c:17]([C:18]#[N:19])[cH:20][cH:21][cH:22][cH:23]2)[CH2:11][CH2:12][NH:13][CH2:14][CH2:15]1.[Na+:24].[Na+:32].[OH-:31].[OH2:33].[nH:1]1[cH:2][cH:3][c:4]2[c:5]1[n:6][cH:7][cH:8][cH:9]2>>[nH:1]1[c:2]([CH2:25][N:13]2[CH2:12][CH2:11][N:10]([c:16]3[c:17]([C:18]#[N:19])[cH:20][cH:21][cH:22][cH:23]3)[CH2:15][CH2:14]2)[cH:3][c:4]2[c:5]1[n:6][cH:7][cH:8][cH:9]2. Reactants: CC(C)(N)CCCc1cccnc1, CCOC(C)=O, O=C(C=CC=C(c1ccc(F)cc1)c1ccc(F)cc1)Oc1ccc([N+](=O)[O-])cc1, C1CCOC1. Yields the product CC(C)(CCCc1cccnc1)NC(=O)C=CC=C(c1ccc(F)cc1)c1ccc(F)cc1. RXN SMILES: [CH3:31][C:32]([CH2:33][CH2:34][CH2:35][c:36]1[cH:37][n:38][cH:39][cH:40][cH:41]1)([NH2:42])[CH3:43].[CH3:44][CH2:45][O:46][C:47](=[O:48])[CH3:49].[N+:1]([c:2]1[cH:3][cH:4][c:5]([O:6][C:11]([CH:12]=[CH:13][CH:14]=[C:15]([c:16]2[cH:17][cH:18][c:19]([F:22])[cH:20][cH:21]2)[c:23]2[cH:24][cH:25][c:26]([F:29])[cH:27][cH:28]2)=[O:30])[cH:7][cH:8]1)([O-:9])=[O:10].[O:50]1[CH2:51][CH2:52][CH2:53][CH2:54]1>>[C:11]([CH:12]=[CH:13][CH:14]=[C:15]([c:16]1[cH:17][cH:18][c:19]([F:22])[cH:20][cH:21]1)[c:23]1[cH:24][cH:25][c:26]([F:29])[cH:27][cH:28]1)(=[O:30])[NH:42][C:32]([CH3:31])([CH2:33][CH2:34][CH2:35][c:36]1[cH:37][n:38][cH:39][cH:40][cH:41]1)[CH3:43].